This data is from the Open Reaction Database (ORD), a public repository of structured organic reaction records. The task is: describe an organic reaction: reactants, conditions, products, and yield Starting materials: CC(C)(C)OC(=O)n1c2c(c3cc(Cl)ccc31)CC(C(C)(CO)S(=O)(=O)c1ccccc1)C2, C1CCOC1, CI, [H-], [Na+]. Yields the product COCC(C)(C1Cc2c(n(C(=O)OC(C)(C)C)c3ccc(Cl)cc23)C1)S(=O)(=O)c1ccccc1. RXN SMILES: [C:1]([CH3:2])([CH3:3])([CH3:4])[O:5][C:6](=[O:7])[n:8]1[c:9]2[c:10]([c:11]3[cH:12][c:13]([Cl:17])[cH:14][cH:15][c:16]13)[CH2:18][CH:19]([C:21]([CH2:22][OH:23])([CH3:24])[S:25](=[O:26])(=[O:27])[c:28]1[cH:29][cH:30][cH:31][cH:32][cH:33]1)[CH2:20]2.[CH2:38]1[O:39][CH2:40][CH2:41][CH2:42]1.[CH3:36][I:37].[H-:35].[Na+:34]>>[C:1]([CH3:2])([CH3:3])([CH3:4])[O:5][C:6](=[O:7])[n:8]1[c:9]2[c:10]([c:11]3[cH:12][c:13]([Cl:17])[cH:14][cH:15][c:16]13)[CH2:18][CH:19]([C:21]([CH2:22][O:23][CH3:36])([CH3:24])[S:25](=[O:26])(=[O:27])[c:28]1[cH:29][cH:30][cH:31][cH:32][cH:33]1)[CH2:20]2. The reactants are FC1=CC=C(CC2CCNCC2)C=C1 (4-(4-fluoro-benzyl)-piperidine), [N+](=O)([O-])C=1C=C(C=CC1)NC(C(=O)O)=O (N-(3-nitro-phenyl)-oxalamic acid). The solvent is C(C)OCC (diethylether). Yields the product FC1=CC=C(CC2CCN(CC2)C(C(=O)NC2=CC(=CC=C2)[N+](=O)[O-])=O)C=C1 (2-[4-(4-Fluoro-benzyl)-piperidin-1-yl]-N-(3-nitro-phenyl)-2-oxo-acetamide). RXN SMILES: [F:1][C:2]1[CH:14]=[CH:13][C:5]([CH2:6][CH:7]2[CH2:12][CH2:11][NH:10][CH2:9][CH2:8]2)=[CH:4][CH:3]=1.[N+:15]([C:18]1[CH:19]=[C:20]([NH:24][C:25](=[O:29])[C:26](O)=[O:27])[CH:21]=[CH:22][CH:23]=1)([O-:17])=[O:16]>C(OCC)C>[F:1][C:2]1[CH:3]=[CH:4][C:5]([CH2:6][CH:7]2[CH2:8][CH2:9][N:10]([C:26](=[O:27])[C:25]([NH:24][C:20]3[CH:21]=[CH:22][CH:23]=[C:18]([N+:15]([O-:17])=[O:16])[CH:19]=3)=[O:29])[CH2:11][CH2:12]2)=[CH:13][CH:14]=1. Procedure details: The title compound is prepared from 4-(4-fluoro-benzyl)-piperidine and N-(3-nitro-phenyl)-oxalamic acid (Example 10a according to the method described in Example 2. Melting Point: 135-138° C. (diethylether) Reactants: [H-].[Al+3].[Li+].[H-].[H-].[H-] (lithium aluminium hydride), C(C1=CC=CC=C1)N1CCC(CC1)C(=O)OCC (ethyl 1-benzylpiperidine-4-carboxylate), C(C)(=O)OCC (ethyl acetate), [OH-].[Na+] (NaOH). The solvent is C1CCOC1 (THF), O (water). Conditions: time 1 hour. Yields the product C(C1=CC=CC=C1)N1CCC(CC1)CO (1-benzyl-4-hydroxymethylpiperidine). The yield is 90.7%. RXN SMILES: [H-].[Al+3].[Li+].[H-].[H-].[H-].[CH2:7]([N:14]1[CH2:19][CH2:18][CH:17]([C:20](OCC)=[O:21])[CH2:16][CH2:15]1)[C:8]1[CH:13]=[CH:12][CH:11]=[CH:10][CH:9]=1.C(OCC)(=O)C.[OH-].[Na+]>C1COCC1.O>[CH2:7]([N:14]1[CH2:19][CH2:18][CH:17]([CH2:20][OH:21])[CH2:16][CH2:15]1)[C:8]1[CH:13]=[CH:12][CH:11]=[CH:10][CH:9]=1 |f:0.1.2.3.4.5,8.9|. Procedure details: 1.42 g (0.0375 mol) of lithium aluminium hydride were suspended in 20 ml of THF. 1.548 g (0.00623 mol) of ethyl 1-benzylpiperidine-4-carboxylate were slowly added dropwise at 0°. The mixture was heated to 70° and boiled at reflux for 16 hrs. The reaction mixture was treated with 70 ml of ethyl acetate, 6.5 ml of water and 1.5 ml of 2N aqueous NaOH. The mixture was stirred for 1 hr., the precipitate was filtered off and the filtrate was concentrated. The residue was chromatographed on silica gel ... Reactants: COC1=CC=C(C=C1)C1C(=C(C2=CC=CC=C12)C1=CC=CC=C1)C(=O)OCC (ethyl (RS)-1-(4-methoxyphenyl)-3-phenylindene-2-carboxylate), COC1=CC=C(C=C1)C1C(C(C2=CC=CC=C12)C1=CC=CC=C1)C(=O)[O-] (1-(4-Methoxyphenyl)-3-phenylindane-2-carboxylate). Reagents/catalysts: [Pd] (palladium on activated carbon). Solvent: CCOC(=O)C (EtOAc). Conditions: time 1 day. Yields the product COC1=CC=C(C=C1)C1C(C(C2=CC=CC=C12)C1=CC=CC=C1)C(=O)O (1-(4-Methoxyphenyl)-3-phenylindane-2-carboxylic acid). As a reaction SMILES: [CH3:1][O:2][C:3]1[CH:8]=[CH:7][C:6]([CH:9]2[C:17]3[C:12](=[CH:13][CH:14]=[CH:15][CH:16]=3)[CH:11]([C:18]3[CH:23]=[CH:22][CH:21]=[CH:20][CH:19]=3)[CH:10]2[C:24]([O-:26])=[O:25])=[CH:5][CH:4]=1.COC1C=CC(C2C3C(=CC=CC=3)C(C3C=CC=CC=3)=C2C(OCC)=O)=CC=1>CCOC(C)=O.[Pd]>[CH3:1][O:2][C:3]1[CH:8]=[CH:7][C:6]([CH:9]2[C:17]3[C:12](=[CH:13][CH:14]=[CH:15][CH:16]=3)[CH:11]([C:18]3[CH:19]=[CH:20][CH:21]=[CH:22][CH:23]=3)[CH:10]2[C:24]([OH:26])=[O:25])=[CH:5][CH:4]=1. Procedure: Ethyl (1RS, 2SR, 3SR)-1-(4-Methoxyphenyl)-3-phenylindane-2-carboxylate. To a solution of ethyl (RS)-1-(4-methoxyphenyl)-3-phenylindene-2-carboxylate (5.75 g, 15 mmol) in EtOAc (150 ml) was added 5% palladium on activated carbon (600 mg). The resulting suspension was stirred under an atmosphere of H2 for 1 d, then was filtered through a pad of Celite. The filtrate was concentrated under reduced pressure to afford the title compound, which was used without further purification. Reaction SMILES: [CH3:1][CH:2]([C:4]1[N:5]=[C:6]([CH3:9])[S:7][CH:8]=1)[CH3:3].C(O[C:14](=[O:16])[CH3:15])(=O)C.C(O)(=O)C.[C:21]1([CH3:27])[CH:26]=C[CH:24]=[CH:23][CH:22]=1>>[CH3:1][CH:2]([C:4]1[N:5]=[C:6]([CH:9]=[CH:27][C:21]2[CH:26]=[C:15]([CH:24]=[CH:23][CH:22]=2)[CH:14]=[O:16])[S:7][CH:8]=1)[CH3:3]. The product is CC(C)C=1N=C(SC1)C=CC=1C=C(C=O)C=CC1 (3-(2-(4-(1-methylethyl)-2-thiazolyl)ethenyl)benzaldehyde). Starting materials: CC(C)C=1N=C(SC1)C (4-(1-Methylethyl)-2-methylthiazole), anhydride, C1(=CC=CC=C1)C (toluene), C(C)(=O)OC(C)=O (acetic anhydride), C(C)(=O)O (acetic acid). Procedure: 4-(1-Methylethyl)-2-methylthiazole (546 mg, EP 0219436 p. 19) and isophthaladehyde (570 mg, 1.1 equiv.) are heated at reflux in acetic anhydride (1.1 mL, 3 equiv.) 16 hours. The reaction mixture is cooled and the acetic acid and anhydride are co-evaporated with toluene. The title compound is purified by flash chromatography on silica using EtOAc:hexane 10:90. Reactants: Cl, C1COCCO1, CC(C)(C)OC(=O)N1CC2C(C1)C(c1ccccc1)(c1ccccc1)CCC2(O)c1ccccc1. Yields the product Cl, OC1(c2ccccc2)CCC(c2ccccc2)(c2ccccc2)C2CNCC21. RXN SMILES: [ClH:1].[O:37]1[CH2:38][CH2:39][O:40][CH2:41][CH2:42]1.[c:2]1([C:8]2([OH:36])[CH:9]3[CH2:10][N:11]([C:29]([O:30][C:31]([CH3:32])([CH3:33])[CH3:34])=[O:35])[CH2:12][CH:13]3[C:14]([c:17]3[cH:18][cH:19][cH:20][cH:21][cH:22]3)([c:23]3[cH:24][cH:25][cH:26][cH:27][cH:28]3)[CH2:15][CH2:16]2)[cH:3][cH:4][cH:5][cH:6][cH:7]1>>[ClH:1].[c:2]1([C:8]2([OH:36])[CH:9]3[CH2:10][NH:11][CH2:12][CH:13]3[C:14]([c:17]3[cH:18][cH:19][cH:20][cH:21][cH:22]3)([c:23]3[cH:24][cH:25][cH:26][cH:27][cH:28]3)[CH2:15][CH2:16]2)[cH:3][cH:4][cH:5][cH:6][cH:7]1. The reactants are C1CCOC1, OCC(CO)OCc1ccccc1, [H-], [Na+], O. Yields the product c1ccc(COC2COCCOCCOC2)cc1. Reaction SMILES: [CH2:17]1[CH2:18][CH2:19][CH2:20][O:21]1.[CH2:3]([c:4]1[cH:5][cH:6][cH:7][cH:8][cH:9]1)[O:10][CH:11]([CH2:12][OH:13])[CH2:14][OH:15].[H-:1].[Na+:2].[OH2:16]>>[CH2:3]([c:4]1[cH:5][cH:6][cH:7][cH:8][cH:9]1)[O:10][CH:11]1[CH2:12][O:13][CH2:18][CH2:17][O:21][CH2:20][CH2:19][O:15][CH2:14]1. Reactants: C(CCC)[Mg]CCCC (dibutylmagnesium), C(C)(C)NC(C)C (diisopropylamine), [Cl-].[NH4+] (ammonium chloride), ClC(C(Cl)(Cl)Cl)(Cl)Cl (hexachloroethane), C(C1=CC=CC=C1)N1C=NC2=C1C(=NN(C2=O)C)N(C)C (1-benzyl-7-dimethylamino-5-methyl-1,5-dihydroimidazo[4,5-d]pyridazin-4-one). The solvent is O1CCCC1 (tetrahydrofuran), O1CCCC1 (tetrahydrofuran), O1CCCC1 (tetrahydrofuran), O1CCCC1 (tetrahydrofuran). Conditions: time 8 hour. Product: C(C1=CC=CC=C1)N1C(=NC2=C1C(=NN(C2=O)C)N(C)C)Cl (1-Benzyl-2-chloro-7-dimethylamino-5-methyl-1,5-dihydroimidazo[4,5-d]pyridazin-4-one). Isolated yield 51.7%. As a reaction SMILES: C([Mg]CCCC)CCC.C(NC(C)C)(C)C.[CH2:17]([N:24]1[C:28]2[C:29]([N:35]([CH3:37])[CH3:36])=[N:30][N:31]([CH3:34])[C:32](=[O:33])[C:27]=2[N:26]=[CH:25]1)[C:18]1[CH:23]=[CH:22][CH:21]=[CH:20][CH:19]=1.[Cl:38]C(Cl)(Cl)C(Cl)(Cl)Cl.[Cl-].[NH4+]>O1CCCC1>[CH2:17]([N:24]1[C:28]2[C:29]([N:35]([CH3:37])[CH3:36])=[N:30][N:31]([CH3:34])[C:32](=[O:33])[C:27]=2[N:26]=[C:25]1[Cl:38])[C:18]1[CH:19]=[CH:20][CH:21]=[CH:22][CH:23]=1 |f:4.5|. Reported procedure: 1.15 ml of a 1 M tetrahydrofuran solution of dibutylmagnesium was added to a 2 ml tetrahydrofuran solution of 0.320 ml of diisopropylamine at room temperature under a nitrogen atmosphere, and the mixture was stirred for 8 hours. This solution was added to a 4 ml tetrahydrofuran solution of 0.162 g of 1-benzyl-7-dimethylamino-5-methyl-1,5-dihydroimidazo[4,5-d]pyridazin-4-one at room temperature under a nitrogen atmosphere, and the mixture was stirred at room temperature for 15 hours. Then, a 5 ml... The reactants are C(C(=O)Cl)(=O)Cl (oxalyl dichloride), CN1CCOCC1 (4-methylmorpholine), FC1=CC=C(C=C1)C1(C(N(CC1)CC(=O)O)=O)C1=CC=C(C=C1)F (2-(3,3-bis(4-fluorophenyl)-2-oxopyrrolidin-1-yl)acetic acid), FC(C1=CC=C(N)C=C1)(F)F (4-(trifluoromethyl)aniline). Run in ClCCl (dichloromethane), CN(C=O)C (N,N-dimethylformamide). Reaction conditions: time 30 minute. Yields the product FC1=CC=C(C=C1)C1(C(N(CC1)CC(=O)NC1=CC=C(C=C1)C(F)(F)F)=O)C1=CC=C(C=C1)F (2-[3,3-bis(4-fluorophenyl)-2-oxopyrrolidin-1-yl]-N-[4-(trifluoromethyl)phenyl]acetamide). As a reaction SMILES: [F:1][C:2]1[CH:7]=[CH:6][C:5]([C:8]2([C:18]3[CH:23]=[CH:22][C:21]([F:24])=[CH:20][CH:19]=3)[CH2:12][CH2:11][N:10]([CH2:13][C:14](O)=[O:15])[C:9]2=[O:17])=[CH:4][CH:3]=1.C(Cl)(=O)C(Cl)=O.[F:31][C:32]([F:41])([F:40])[C:33]1[CH:39]=[CH:38][C:36]([NH2:37])=[CH:35][CH:34]=1.CN1CCOCC1>ClCCl.CN(C)C=O>[F:1][C:2]1[CH:3]=[CH:4][C:5]([C:8]2([C:18]3[CH:19]=[CH:20][C:21]([F:24])=[CH:22][CH:23]=3)[CH2:12][CH2:11][N:10]([CH2:13][C:14]([NH:37][C:36]3[CH:38]=[CH:39][C:33]([C:32]([F:31])([F:40])[F:41])=[CH:34][CH:35]=3)=[O:15])[C:9]2=[O:17])=[CH:6][CH:7]=1. Procedure: To a suspension of 2-(3,3-bis(4-fluorophenyl)-2-oxopyrrolidin-1-yl)acetic acid (0.200 g, 0.604 mmol; Example 58D) in dichloromethane (2 mL) was added a catalytic amount of N,N-dimethylformamide followed by oxalyl dichloride (2.0 Min dichloromethane) (0.453 mL, 0.905 mmol). After stirring for 30 minutes, the reaction was concentrated. The residue was dissolved in dichloromethane (2 mL) and 4-(trifluoromethyl)aniline (0.056 mL, 0.453 mmol) followed by 4-methylmorpholine (0.100 mL, 0.905 mmol) were...